Dataset: the Open Reaction Database (ORD), a public repository of structured organic reaction records. Task: describe an organic reaction: reactants, conditions, products, and yield As a reaction SMILES: [NH2:1][C:2]1[CH:11]=[C:10]2[C:5]([C:6]([CH3:15])([CH3:14])[C:7](=[O:13])[NH:8][C:9]2=[O:12])=[CH:4][CH:3]=1.[CH3:16][N:17]([CH3:21])[C:18](Cl)=[O:19]>N1C=CC=CC=1>[CH3:16][N:17]([CH3:21])[C:18]([NH:1][C:2]1[CH:11]=[C:10]2[C:5]([C:6]([CH3:15])([CH3:14])[C:7](=[O:13])[NH:8][C:9]2=[O:12])=[CH:4][CH:3]=1)=[O:19]. Yields the product CN(C(=O)NC1=CC=C2C(C(NC(C2=C1)=O)=O)(C)C)C (N,N-Dimethyl-N'-(4,4-dimethyl-1,2,3,4-tetrahydro-1,3-dioxo-7-isoquinolinyl)-urea). Starting materials: NC1=CC=C2C(C(NC(C2=C1)=O)=O)(C)C (7-amino-4,4-dimethylisoquinoline-1,3-dione), CN(C(=O)Cl)C (dimethylcarbamoyl chloride). Procedure: 1.3 g. (6.3 mMole) 7-amino-4,4-dimethylisoquinoline-1,3-dione was dissolved in 30 ml. pyridine, mixed, while cooling with ice, with 1.5 g. dimethylcarbamoyl chloride and the reaction mixture further stirred for 4 hours at 25° C. Subsequently, the reaction mixture was distilled to dryness, the residue was taken up in methylene chloride, washed with water, dried and the methylene chloride distilled off. The residue was recrystallised from ethanol. Yield 1.1 g. (63.6% of theory); m.p. 256°-258° C. The solvent is N1=CC=CC=C1 (pyridine).